This data is from the Open Reaction Database (ORD), a public repository of structured organic reaction records. The task is: describe an organic reaction: reactants, conditions, products, and yield Starting materials: solution, C(C)(C)(C)[Li] (tert-butyllithium), BrC1=CC=C(C=C1)Br (1,4-dibromobenzene), [Cu](C#N)C#N (copper cyanide), C([C@@H]1CO1)(=O)OC ((S)-methyl glycidate), [Cl-].[NH4+] (ammonium chloride). Run in CCCCC (pentane), tert-butyl dimethyl ether, tert-butyl dimethyl ether. Run at temperature -30 celsius, time 15 minute. Yields the product BrC1=CC=C(C=C1)C[C@@H](C(=O)OC)O (methyl 3-(4-bromophenyl)-2(S)-hydroxypropanoate). Isolated yield 133.4%. As a reaction SMILES: C([Li])(C)(C)C.Br[C:7]1[CH:12]=[CH:11][C:10]([Br:13])=[CH:9][CH:8]=1.[Cu](C#N)C#N.[C:19]([O:24][CH3:25])(=[O:23])[C@H:20]1[O:22][CH2:21]1.[Cl-].[NH4+]>CCCCC>[Br:13][C:10]1[CH:11]=[CH:12][C:7]([CH2:21][C@H:20]([OH:22])[C:19]([O:24][CH3:25])=[O:23])=[CH:8][CH:9]=1 |f:4.5|. Procedure details: 100 ml (170 mmol) of a 1.7 M solution of tert-butyllithium in pentane are added dropwise to a solution of 48 g (204 mmol) of 1,4-dibromobenzene in 160 ml of tert-butyl dimethyl ether, cooled to −30° C., followed by addition of 7.3 g (82 mmol) of copper cyanide. The reaction medium is stirred for 15 minutes and a solution of 6 ml (68 mmol) of (S)-methyl glycidate in 10 ml of tert-butyl dimethyl ether is then added. After stirring for 20 minutes at −30° C., the reaction medium is hydrolysed with 1... The reactants are O=C([O-])[O-], CC#N, CCCCOC(=O)Cl, Cc1c(Cl)cc(-c2ccc(=O)[nH]n2)cc1Cl, [K+], [K+]. RXN SMILES: [C:25](=[O:26])([O-:27])[O-:28].[CH3:31][C:32]#[N:33].[Cl:17][C:18](=[O:19])[O:20][CH2:21][CH2:22][CH2:23][CH3:24].[Cl:1][c:2]1[cH:3][c:4](-[c:10]2[cH:11][cH:12][c:13](=[O:16])[nH:14][n:15]2)[cH:5][c:6]([Cl:9])[c:7]1[CH3:8].[K+:29].[K+:30]>>[Cl:1][c:2]1[cH:3][c:4](-[c:10]2[cH:11][cH:12][c:13](=[O:16])[n:14]([C:18](=[O:19])[O:20][CH2:21][CH2:22][CH2:23][CH3:24])[n:15]2)[cH:5][c:6]([Cl:9])[c:7]1[CH3:8]. The product is CCCCOC(=O)n1nc(-c2cc(Cl)c(C)c(Cl)c2)ccc1=O. Reactants: [Cu], Cc1ccc(I)cc1, COC(=O)c1cccc(I)c1. The product is COC(=O)c1cccc(-c2ccc(C)cc2)c1. As a reaction SMILES: [Cu:20].[I:12][c:13]1[cH:14][cH:15][c:16]([CH3:19])[cH:17][cH:18]1.[I:1][c:2]1[cH:3][c:4]([C:5](=[O:6])[O:7][CH3:8])[cH:9][cH:10][cH:11]1>>[c:2]1(-[c:13]2[cH:14][cH:15][c:16]([CH3:19])[cH:17][cH:18]2)[cH:3][c:4]([C:5](=[O:6])[O:7][CH3:8])[cH:9][cH:10][cH:11]1.